This data is from the Open Reaction Database (ORD), a public repository of structured organic reaction records. The task is: describe an organic reaction: reactants, conditions, products, and yield The reactants are Si-Thiol, BrC=1C(=NC=C(C(=O)NC2=CC=C(C=C2)SC(F)(F)F)C1)N1C[C@@H](CC1)O ((R)-5-Bromo-6-(3-hydroxypyrrolidin-1-yl)-N-(4-((trifluoromethyl)thio)phenyl)nicotinamide), CC1(OB(OC1(C)C)C=1N(C=CC1)C(=O)OC(C)(C)C)C (tert-butyl 2-(4,4,5,5-tetramethyl-1,3,2-dioxaborolan-2-yl)-1H-pyrrole-1-carboxylate), C(=O)([O-])[O-].[Na+].[Na+] (Na2CO3), COCCOC (DME). The solvent is CCO (EtOH), O (water). Conditions: temperature 80 celsius, time 16 hour. Yields the product O[C@H]1CN(CC1)C1=NC=C(C(=O)NC2=CC=C(C=C2)SC(F)(F)F)C=C1C=1NC=CC1 ((R)-6-(3-Hydroxypyrrolidin-1-yl)-5-(1H-pyrrol-2-yl)-N-(4-((trifluoromethyl)thio)phenyl)nicotinamide). As a reaction SMILES: Br[C:2]1[C:3]([N:22]2[CH2:26][CH2:25][C@@H:24]([OH:27])[CH2:23]2)=[N:4][CH:5]=[C:6]([CH:21]=1)[C:7]([NH:9][C:10]1[CH:15]=[CH:14][C:13]([S:16][C:17]([F:20])([F:19])[F:18])=[CH:12][CH:11]=1)=[O:8].CC1(C)C(C)(C)OB([C:36]2[N:37](C(OC(C)(C)C)=O)[CH:38]=[CH:39][CH:40]=2)O1.C([O-])([O-])=O.[Na+].[Na+].COCCOC>CCO.O>[OH:27][C@@H:24]1[CH2:25][CH2:26][N:22]([C:3]2[C:2]([C:36]3[NH:37][CH:38]=[CH:39][CH:40]=3)=[CH:21][C:6]([C:7]([NH:9][C:10]3[CH:15]=[CH:14][C:13]([S:16][C:17]([F:20])([F:19])[F:18])=[CH:12][CH:11]=3)=[O:8])=[CH:5][N:4]=2)[CH2:23]1 |f:2.3.4|. Procedure details: (R)-5-Bromo-6-(3-hydroxypyrrolidin-1-yl)-N-(4-((trifluoromethyl)thio)phenyl)nicotinamide (Stage 25.1, 100 mg, 0.216 mmol), tert-butyl 2-(4,4,5,5-tetramethyl-1,3,2-dioxaborolan-2-yl)-1H-pyrrole-1-carboxylate (127 mg, 0.433 mmol) Pd(PPH3)2Cl2 (15.18 mg, 0.022 mmol), Na2CO3 (92 mg, 0.865 mmol), DME (918 μL), water (262 μL) and EtOH (131 μL) were added to a MW vial, which sealed, evacuated/purged with argon and the RM was stirred at 80° C. for 16 h. MeOH (0.5 mL) was added and the RM was subjected t... Reactants: C(C)(C)(C)OC(N[C@@H]1CC[C@@H](CC1)N1CCOCC1)=O (Cis-tert-butyl-4-morpholinocyclohexylcarbamate), FC(C(=O)O)(F)F (trifluoroacetic acid). The solvent is ClCCl (dichloromethane). Run at time 16 hour. The product is FC(C(=O)O)(F)F.FC(C(=O)O)(F)F.O1CCN(CC1)[C@H]1CC[C@H](CC1)N (cis-4-morpholinocyclohexanamine bis(2,2,2-trifluoroacetate)). RXN SMILES: C(OC(=O)[NH:7][C@H:8]1[CH2:13][CH2:12][C@@H:11]([N:14]2[CH2:19][CH2:18][O:17][CH2:16][CH2:15]2)[CH2:10][CH2:9]1)(C)(C)C.[F:21][C:22]([F:27])([F:26])[C:23]([OH:25])=[O:24]>ClCCl>[F:21][C:22]([F:27])([F:26])[C:23]([OH:25])=[O:24].[F:21][C:22]([F:27])([F:26])[C:23]([OH:25])=[O:24].[O:17]1[CH2:16][CH2:15][N:14]([C@@H:11]2[CH2:10][CH2:9][C@H:8]([NH2:7])[CH2:13][CH2:12]2)[CH2:19][CH2:18]1 |f:3.4.5|. Procedure details: To a solution of EXAMPLE 39A (2.43 g) in dichloromethane (15 ml) was added trifluoroacetic acid (5 ml) and the reaction mixture was stirred for 16 hours at room temperature. The reaction mixture was concentrated and the crude product was used without purification. Reactants: ClC=1C=C2[C@@H](CN(CC2=C(C1)Cl)C1CC1)C1=C(C=CC=C1)N (2-((R)-6,8-Dichloro-2-cyclopropyl-1,2,3,4-tetrahydroisoquinolin-4-yl)phenylamine), ClC(=O)OCCCl (2-chloroethyl chloroformate). Solvent: C1CCOC1 (THF). Reaction conditions: time 8 hour. Yields the product ClC=1C=C2[C@@H](CN(CC2=C(C1)Cl)C1CC1)C1=C(C=CC=C1)N1C(OCC1)=O (3-[2-((R)-6,8-Dichloro-2-cyclopropyl-1,2,3,4-tetrahydroisoquinolin-4-yl)-phenyl]oxazolidin-2-one). The yield is 132.1%. RXN SMILES: [Cl:1][C:2]1[CH:3]=[C:4]2[C:9](=[C:10]([Cl:12])[CH:11]=1)[CH2:8][N:7]([CH:13]1[CH2:15][CH2:14]1)[CH2:6][C@H:5]2[C:16]1[CH:21]=[CH:20][CH:19]=[CH:18][C:17]=1[NH2:22].Cl[C:24]([O:26][CH2:27][CH2:28]Cl)=[O:25]>C1COCC1>[Cl:1][C:2]1[CH:3]=[C:4]2[C:9](=[C:10]([Cl:12])[CH:11]=1)[CH2:8][N:7]([CH:13]1[CH2:15][CH2:14]1)[CH2:6][C@H:5]2[C:16]1[CH:21]=[CH:20][CH:19]=[CH:18][C:17]=1[N:22]1[CH2:28][CH2:27][O:26][C:24]1=[O:25]. Procedure details: 2-((R)-6,8-Dichloro-2-cyclopropyl-1,2,3,4-tetrahydroisoquinolin-4-yl)phenylamine (400 mg) was dissolved in absolute THF (25 ml), and 2-chloroethyl chloroformate (102 mg) was added with stirring. After stirring at room temperature for 3 h, the mixture was left to stand overnight. The solvent was then removed and the residue purified by means of preparative HPLC. The fractions comprising product were combined, the acetonitrile was removed on a rotary evaporator, and the aqueous residue was neutral...